Dataset: the Open Reaction Database (ORD), a public repository of structured organic reaction records. Task: describe an organic reaction: reactants, conditions, products, and yield Product: C=Cc1ccc(Nc2c(C(=O)NOCCO)ccc(F)c2F)c(F)c1. Starting materials: B, COCCOC, O=C(NOCCO)c1ccc(F)c(F)c1Nc1ccc(I)cc1F, [K+], [K+], O=C([O-])[O-], O, c1ccc(P(c2ccccc2)(c2ccccc2)[Pd](P(c2ccccc2)(c2ccccc2)c2ccccc2)(P(c2ccccc2)(c2ccccc2)c2ccccc2)P(c2ccccc2)(c2ccccc2)c2ccccc2)cc1. Reaction SMILES: [B:32].[CH2:33]([CH2:36][O:34][CH3:35])[O:37][CH3:38].[F:1][c:2]1[c:3]([NH:16][c:17]2[c:18]([F:24])[cH:19][c:20]([I:23])[cH:21][cH:22]2)[c:4]([C:5](=[O:6])[NH:7][O:8][CH2:9][CH2:10][OH:11])[cH:12][cH:13][c:14]1[F:15].[K+:25].[K+:26].[O-:27][C:28]([O-:29])=[O:30].[OH2:31].[cH:39]1[cH:40][cH:41][c:42]([P:43]([Pd:44]([P:45]([c:46]2[cH:47][cH:48][cH:49][cH:50][cH:51]2)([c:52]2[cH:53][cH:54][cH:55][cH:56][cH:57]2)[c:58]2[cH:59][cH:60][cH:61][cH:62][cH:63]2)([P:64]([c:65]2[cH:66][cH:67][cH:68][cH:69][cH:70]2)([c:71]2[cH:72][cH:73][cH:74][cH:75][cH:76]2)[c:77]2[cH:78][cH:79][cH:80][cH:81][cH:82]2)[P:83]([c:84]2[cH:85][cH:86][cH:87][cH:88][cH:89]2)([c:90]2[cH:91][cH:92][cH:93][cH:94][cH:95]2)[c:96]2[cH:97][cH:98][cH:99][cH:100][cH:101]2)([c:102]2[cH:103][cH:104][cH:105][cH:106][cH:107]2)[c:108]2[cH:109][cH:110][cH:111][cH:112][cH:113]2)[cH:114][cH:115]1>>[F:1][c:2]1[c:3]([NH:16][c:17]2[c:18]([F:24])[cH:19][c:20]([CH:33]=[CH2:36])[cH:21][cH:22]2)[c:4]([C:5](=[O:6])[NH:7][O:8][CH2:9][CH2:10][OH:11])[cH:12][cH:13][c:14]1[F:15]. Starting materials: NC1=C(C(=NN1CC1=C(C=CC=C1)F)C=1OC(=CC1)CO)N=O (5-Amino-1-(2-fluorobenzyl)-3-(5-hydroxymethyl-2-furyl)-4-nitroso-pyrazole), [H][H] (hydrogen). Reagents/catalysts: [Pd] (palladium on carbon). The solvent is C(C)O (ethanol). Yields the product NC=1C(=NN(C1N)CC1=C(C=CC=C1)F)C=1OC(=CC1)CO (4,5-Diamino-1-(2-fluorobenzyl)-3-(5-hydroxymethyl-2-furyl)-pyrazole). Reaction SMILES: [NH2:1][C:2]1[N:6]([CH2:7][C:8]2[CH:13]=[CH:12][CH:11]=[CH:10][C:9]=2[F:14])[N:5]=[C:4]([C:15]2[O:16][C:17]([CH2:20][OH:21])=[CH:18][CH:19]=2)[C:3]=1[N:22]=O.[H][H]>C(O)C.[Pd]>[NH2:22][C:3]1[C:4]([C:15]2[O:16][C:17]([CH2:20][OH:21])=[CH:18][CH:19]=2)=[N:5][N:6]([CH2:7][C:8]2[CH:13]=[CH:12][CH:11]=[CH:10][C:9]=2[F:14])[C:2]=1[NH2:1]. Procedure: The compound from Example 5A (8 g) is dissolved in ethanol, treated with 0.5 g of 5% strength palladium on carbon and hydrogenated for 15 minutes in a Parr apparatus at a hydrogen pressure of 2 bar. The solution is filtered off with suction through kieselguhr and used for the next batch (Rf=0.21, T1E1, SiO2).